Dataset: the Open Reaction Database (ORD), a public repository of structured organic reaction records. Task: describe an organic reaction: reactants, conditions, products, and yield Reactants: C(CCC)C=C(C(=O)[O-])C#N (n-butylcyanoacrylate), dextran, C[C@H]1[C@H]([C@H](C[C@@H](O1)O[C@H]2C[C@@](CC=3C2=C(C4=C(C3O)C(=O)C5=CC=CC(=C5C4=O)OC)O)(C(=O)CO)O)N)O.Cl (Doxorubicin hydrochloride). Run in Cl (HCl), O (water). Run at time 4 hour. The product is C[C@H]1[C@H]([C@H](C[C@@H](O1)O[C@H]2C[C@@](CC=3C2=C(C4=C(C3O)C(=O)C5=CC=CC(=C5C4=O)OC)O)(C(=O)CO)O)N)O (Doxorubicin). As a reaction SMILES: C(C=C(C#N)C([O-])=O)CCC.[CH3:12][C@@H:13]1[O:18][C@@H:17]([O:19][C@@H:20]2[C:25]3=[C:26]([OH:43])[C:27]4[C:39](=[O:40])[C:38]5[C:33](=[CH:34][CH:35]=[CH:36][C:37]=5[O:41][CH3:42])[C:31](=[O:32])[C:28]=4[C:29]([OH:30])=[C:24]3[CH2:23][C@@:22]([OH:48])([C:44]([CH2:46][OH:47])=[O:45])[CH2:21]2)[CH2:16][C@H:15]([NH2:49])[C@@H:14]1[OH:50].Cl>Cl.O>[CH3:12][C@@H:13]1[O:18][C@@H:17]([O:19][C@@H:20]2[C:25]3=[C:26]([OH:43])[C:27]4[C:39](=[O:40])[C:38]5[C:33](=[CH:34][CH:35]=[CH:36][C:37]=5[O:41][CH3:42])[C:31](=[O:32])[C:28]=4[C:29]([OH:30])=[C:24]3[CH2:23][C@@:22]([OH:48])([C:44]([CH2:46][OH:47])=[O:45])[CH2:21]2)[CH2:16][C@H:15]([NH2:49])[C@@H:14]1[OH:50] |f:1.2|. Procedure: 100 μl of n-butylcyanoacrylate monomer was added to 1% dextran solution in 8 mL of 0.01 M HCl under constant stirring at 600 rpm. Doxorubicin hydrochloride powder 50 mg was dissolved in 2 mL of distilled water and after 40 minutes the solution was added to the reaction flask. After 4 hours the pH of the nanoparticle suspension was adjusted at 7 and filtered through 0.8 μm membrane filter (Nuclepore Track-Etch membrane, Whatman, USA). The doxorubicin-loaded nanoparticle suspension was kept in a r... The reactants are C(C)(C)C1=NC(=C(C(=C1CO)C1=CC=C(C=C1)F)CCCCCC)C(C)C (2,6-Diisopropyl-3-hydroxymethyl-4-(4-fluorophenyl)-5-hexylpyridine), C(C)(=O)OCC.CCCCCC (ethyl acetate hexane). Product: C(C)(C)C1=NC(=C(C(=C1C(C)O)C1=CC=C(C=C1)F)CCCCCC)C(C)C ((±)-2,6-Diisopropyl-3-(1-hydroxyethyl)-4-(4-fluorophenyl)-5-hexylpyridine). As a reaction SMILES: [CH:1]([C:4]1[C:9]([CH2:10][OH:11])=[C:8]([C:12]2[CH:17]=[CH:16][C:15]([F:18])=[CH:14][CH:13]=2)[C:7]([CH2:19][CH2:20][CH2:21][CH2:22][CH2:23][CH3:24])=[C:6]([CH:25]([CH3:27])[CH3:26])[N:5]=1)([CH3:3])[CH3:2].[C:28](OCC)(=O)C.CCCCCC>>[CH:1]([C:4]1[C:9]([CH:10]([OH:11])[CH3:28])=[C:8]([C:12]2[CH:13]=[CH:14][C:15]([F:18])=[CH:16][CH:17]=2)[C:7]([CH2:19][CH2:20][CH2:21][CH2:22][CH2:23][CH3:24])=[C:6]([CH:25]([CH3:26])[CH3:27])[N:5]=1)([CH3:3])[CH3:2] |f:1.2|. Procedure: The title compound was prepared from 2,6-diisopropyl-3-hydroxymethyl-4-(4-fluorophenyl)-5-hexylpyridine (Example 23) according to the procedures described in Example 101. 1H NMR (300 MHz, CDCl3): δ 7.13 (m, 3 H), 7.04 (m, 1 H), 4.65 (m, 1 H), 3.73 (sept, J=6.6 Hz, 1 H), 3.19 (sept, J=6.6 Hz, 1 H), 2.18 (m, 2 H), 1.39 (d, J=6.6 Hz, 3 H), 1.30 (m, 13 H), 1.18 (m, 4 H), 1.09 (m, 4 H), 0.81 (t, J=7 Hz, 3 H). FAB-MS: calcd for (C25H36FNO) 385, found 386 (M+H). Anal. Calcd for C25H36FNO: C, 77.88; H, ...